Dataset: the Open Reaction Database (ORD), a public repository of structured organic reaction records. Task: describe an organic reaction: reactants, conditions, products, and yield RXN SMILES: [CH2:1]([O:2][C:3](=[O:4])[N:11]1[CH2:12][CH2:13][C:14]2([C:15](=[CH2:23])[N:16]([CH2:20][CH2:21][CH3:22])[C:17](=[O:19])[O:18]2)[CH2:24][CH2:25]1)[c:5]1[cH:6][cH:7][cH:8][cH:9][cH:10]1.[CH3:29][OH:30].[NH2:26][NH2:27].[OH2:28]>>[NH:11]1[CH2:12][CH2:13][C:14]2([C:15](=[CH2:23])[N:16]([CH2:20][CH2:21][CH3:22])[C:17](=[O:19])[O:18]2)[CH2:24][CH2:25]1. The reactants are C=C1N(CCC)C(=O)OC12CCN(C(=O)OCc1ccccc1)CC2, CO, NN, O. The product is C=C1N(CCC)C(=O)OC12CCNCC2. The reactants are C1(=CC=CC=2C3=CC=CC=C3NC12)C(=O)O (9H-carbazole-1-carboxylic acid), N1(C=NN=C1)C=1C=C(N)C=CC1 (3-(1,3,4-triazol-1-yl)aniline), Cl.C(C)N=C=NCCCN(C)C (1-ethyl-3-(3-dimethylaminopropyl)carbodiimide hydrochloride). The reagents and catalysts are CN(C1=CC=NC=C1)C (4-dimethylaminopyridine). The solvent is ClCCl (dichloromethane), ClCCl (dichloromethane). Conditions: time 24 hour. Product: N=1N=CN(C1)C=1C=C(C=CC1)NC(=O)C1=CC=CC=2C3=CC=CC=C3NC12 (N-(3-([1,2,4]triazol-4-yl)phenyl)-9H-carbazole-1-carboxamide). Isolated yield 20.3%. As a reaction SMILES: [C:1]1([C:14]([OH:16])=O)[C:13]2[NH:12][C:11]3[C:6](=[CH:7][CH:8]=[CH:9][CH:10]=3)[C:5]=2[CH:4]=[CH:3][CH:2]=1.[N:17]1([C:22]2[CH:23]=[C:24]([CH:26]=[CH:27][CH:28]=2)[NH2:25])[CH:21]=[N:20][N:19]=[CH:18]1.Cl.C(N=C=NCCCN(C)C)C>ClCCl.CN(C)C1C=CN=CC=1>[N:19]1[N:20]=[CH:21][N:17]([C:22]2[CH:23]=[C:24]([NH:25][C:14]([C:1]3[C:13]4[NH:12][C:11]5[C:6](=[CH:7][CH:8]=[CH:9][CH:10]=5)[C:5]=4[CH:4]=[CH:3][CH:2]=3)=[O:16])[CH:26]=[CH:27][CH:28]=2)[CH:18]=1 |f:2.3|. Procedure: To a suspension of 9H-carbazole-1-carboxylic acid (112 mg) and 3-(1,3,4-triazol-1-yl)aniline (147 mg) in dichloromethane (3 ml) were added 1-ethyl-3-(3-dimethylaminopropyl)carbodiimide hydrochloride (188 mg) and 4-dimethylaminopyridine (43 mg). The mixture was stirred at ambient temperature for 24 hours and diluted with dichloromethane. The solution was washed with water and brine, dried over magnesium sulfate and evaporated under reduced pressure. The residue was triturated with methanol. The r... Starting materials: CCCC[N+](CCCC)(CCCC)CCCC, COc1cc(S(=O)(=O)NC2CCC(C(=O)NC(C)c3ccc(F)cc3)CC2)ccc1O, [I-], CC(C)I, [K+], [K+], O=C([O-])[O-], CN(C)C=O. Product: COc1cc(S(=O)(=O)NC2CCC(C(=O)NC(C)c3ccc(F)cc3)CC2)ccc1OC(C)C. RXN SMILES: [CH2:43]([N+:44]([CH2:45][CH2:46][CH2:47][CH3:48])([CH2:49][CH2:50][CH2:51][CH3:52])[CH2:53][CH2:54][CH2:55][CH3:56])[CH2:57][CH2:58][CH3:59].[F:1][c:2]1[cH:3][cH:4][c:5]([CH:8]([CH3:9])[NH:10][C:11](=[O:12])[CH:13]2[CH2:14][CH2:15][CH:16]([NH:19][S:20](=[O:21])(=[O:22])[c:23]3[cH:24][c:25]([O:30][CH3:31])[c:26]([OH:29])[cH:27][cH:28]3)[CH2:17][CH2:18]2)[cH:6][cH:7]1.[I-:42].[I:32][CH:33]([CH3:34])[CH3:35].[K+:36].[K+:37].[O-:38][C:39]([O-:40])=[O:41].[O:60]=[CH:61][N:62]([CH3:63])[CH3:64]>>[F:1][c:2]1[cH:3][cH:4][c:5]([CH:8]([CH3:9])[NH:10][C:11](=[O:12])[CH:13]2[CH2:14][CH2:15][CH:16]([NH:19][S:20](=[O:21])(=[O:22])[c:23]3[cH:24][c:25]([O:30][CH3:31])[c:26]([O:29][CH:33]([CH3:34])[CH3:35])[cH:27][cH:28]3)[CH2:17][CH2:18]2)[cH:6][cH:7]1. The reactants are CC(C)(C)OC(=O)N1CCN(c2ccc([N+](=O)[O-])nc2)CC1(C)C, C1CCOC1. Product: CC(C)(C)OC(=O)N1CCN(c2ccc(N)nc2)CC1(C)C. As a reaction SMILES: [C:1]([CH3:2])([CH3:3])([CH3:4])[O:5][C:6](=[O:7])[N:8]1[C:9]([CH3:23])([CH3:24])[CH2:10][N:11]([c:14]2[cH:15][n:16][c:17]([N+:20]([O-:21])=[O:22])[cH:18][cH:19]2)[CH2:12][CH2:13]1.[CH2:25]1[O:26][CH2:27][CH2:28][CH2:29]1>>[C:1]([CH3:2])([CH3:3])([CH3:4])[O:5][C:6](=[O:7])[N:8]1[C:9]([CH3:23])([CH3:24])[CH2:10][N:11]([c:14]2[cH:15][n:16][c:17]([NH2:20])[cH:18][cH:19]2)[CH2:12][CH2:13]1. Reactants: NC1=CC=C(C=C1)CC1=CC=C(C=C1)N (Di(para-aminophenyl)methane), C(C)(=O)[O-].[Na+] (sodium acetate), C(C)(=O)OC(C)=O (acetic anhydride), C1(\C=C/C(=O)O1)=O (maleic anhydride). Run in CC(=O)C (acetone). Conditions: temperature 20 celsius, time 2 hour. Product: C1=CC(=CC=C1CC2=CC=C(C=C2)N3C(=O)C=CC3=O)N4C(=O)C=CC4=O (bismaleimide). Isolated yield 95.0%. As a reaction SMILES: [NH2:1][C:2]1[CH:7]=[CH:6][C:5]([CH2:8][C:9]2[CH:14]=[CH:13][C:12]([NH2:15])=[CH:11][CH:10]=2)=[CH:4][CH:3]=1.[C:16]1(=[O:22])O[C:19](=[O:20])[CH:18]=[CH:17]1.[C:23]([O-:26])(=O)[CH3:24].[Na+].[C:28](OC(=O)C)(=[O:30])[CH3:29]>CC(C)=O>[CH:14]1[C:9]([CH2:8][C:5]2[CH:4]=[CH:3][C:2]([N:1]3[C:23](=[O:26])[CH:24]=[CH:29][C:28]3=[O:30])=[CH:7][CH:6]=2)=[CH:10][CH:11]=[C:12]([N:15]2[C:16](=[O:22])[CH:17]=[CH:18][C:19]2=[O:20])[CH:13]=1 |f:2.3|. Procedure details: Di(para-aminophenyl)methane 198.2 g (1.0 moles) is dissolved in 500 ml of acetone and mixed with 196.2 g (2.0 moles) of maleic anhydride in a 2000 ml Erlenmeyer flask. The flask is stirred for 2 hours at 20° C. Then 15.0 g of sodium acetate and 250 g of acetic anhydride are added and the mixture is heated to 60° C. for 2-3 hours to form the desired bismaleimide product. The product is precipitated from water, washed and recovered by filtration and then dried. The yield is about 95%. The material... Run in CCOCC (ether), C1CCOC1 (THF). Yields the product O[C@@]1(C([C@H](C(CC1)(C)C)CC1=C(C=C(C(=C1)OC)Br)O)=C)C ((1S,3S)-1-Hydroxy-2-methylidene-3-(2'-hydroxy-4'-bromo-5'-methoxyphenyl)methyl-1,4,4-trimethylcyclohexane). Starting materials: C[Li] (methyllithium), solution, C=C1C(CCC([C@@H]1CC1=C(C=C(C(=C1)OC)Br)O)(C)C)=O ((3S)-2-Methylidene-3-(2'-hydroxy-4'-bromo-5'-methoxyphenyl)methyl-4,4-dimethylcyclohexan-1-one). Conditions: time 5 minute. Procedure: To a flame-dried 50 mL round-bottomed flask containing a solution of (3S)-2-methylidene-3-(2-hydroxy-4'-bromo-5'-methoxyphenyl)methyl-4,4-dimethylcyclohexan-1-one (61) (150.0 mg, 0.322 mmol) in 15 mL THF at -70° C. under nitrogen atmosphere was added methyllithium (0.60 mL of a 1.40M solution in ether, 0.840 mmol, 2.61 equiv), and the mixture was allowed to stir for 5 min before quenching with saturated aqueous NH4C1. Upon warming to room temperature, the reaction mixture was extracted with ethy... RXN SMILES: [CH2:1]=[C:2]1[C@@H:7]([CH2:8][C:9]2[CH:14]=[C:13]([O:15][CH3:16])[C:12]([Br:17])=[CH:11][C:10]=2[OH:18])[C:6]([CH3:20])([CH3:19])[CH2:5][CH2:4][C:3]1=[O:21].[CH3:22][Li]>C1COCC1.CCOCC>[OH:21][C@@:3]1([CH3:22])[CH2:4][CH2:5][C:6]([CH3:19])([CH3:20])[C@H:7]([CH2:8][C:9]2[CH:14]=[C:13]([O:15][CH3:16])[C:12]([Br:17])=[CH:11][C:10]=2[OH:18])[C:2]1=[CH2:1]. Reactants: C1COCCO1, CC1(C)CCC(C)(C)c2cc(C(=O)COc3ccc(C=O)c(O)c3)ccc21. The product is Cc1ccc(OCC(=O)c2ccc3c(c2)C(C)(C)CCC3(C)C)cc1O. RXN SMILES: [O:28]1[CH2:29][CH2:30][O:31][CH2:32][CH2:33]1.[OH:1][c:2]1[c:3]([CH:4]=[O:5])[cH:6][cH:7][c:8]([O:10][CH2:11][C:12](=[O:13])[c:14]2[cH:15][c:16]3[c:21]([cH:22][cH:23]2)[C:20]([CH3:24])([CH3:25])[CH2:19][CH2:18][C:17]3([CH3:26])[CH3:27])[cH:9]1>>[OH:1][c:2]1[c:3]([CH3:4])[cH:6][cH:7][c:8]([O:10][CH2:11][C:12](=[O:13])[c:14]2[cH:15][c:16]3[c:21]([cH:22][cH:23]2)[C:20]([CH3:24])([CH3:25])[CH2:19][CH2:18][C:17]3([CH3:26])[CH3:27])[cH:9]1.